Dataset: the Open Reaction Database (ORD), a public repository of structured organic reaction records. Task: describe an organic reaction: reactants, conditions, products, and yield Starting materials: C1(=CC=CC=C1)C1(CC1)C(=O)O (1-phenylcyclopropanecarboxylic acid), S(O)(O)(=O)=O (sulfuric acid), C([O-])([O-])=O.[K+].[K+] (potassium carbonate). The solvent is CO (methanol). Product: C1(=CC=CC=C1)C1(CC1)C(=O)OC (Methyl 1-Phenylcyclopropanecarboxylate). RXN SMILES: [C:1]1([C:7]2([C:10]([OH:12])=[O:11])[CH2:9][CH2:8]2)[CH:6]=[CH:5][CH:4]=[CH:3][CH:2]=1.S(=O)(=O)(O)O.[C:18](=O)([O-])[O-].[K+].[K+]>CO>[C:1]1([C:7]2([C:10]([O:12][CH3:18])=[O:11])[CH2:9][CH2:8]2)[CH:6]=[CH:5][CH:4]=[CH:3][CH:2]=1 |f:2.3.4|. Procedure details: To a solution of 1-phenylcyclopropanecarboxylic acid (9.8 g) in methanol (121 ml) was added conc. sulfuric acid (0.1 ml) and the mixture was refluxed under heating for 8 hr. The reaction mixture was neutralized by adding an aqueous potassium carbonate solution and concentrated under reduced pressure. The concentrate was extracted with ethyl acetate. The extract was washed with an aqueous sodium hydrogencarbonate solution and saturated brine, and dried over anhydrous magnesium sulfate. The solven...